This data is from the Open Reaction Database (ORD), a public repository of structured organic reaction records. The task is: describe an organic reaction: reactants, conditions, products, and yield Starting materials: CC1([C@@H](N2[C@H](S1)[C@@H](C2=O)N)C(=O)O)C (6-aminopenicillanic acid), dimethylacetal, CCN1C=C(C(=O)C2=C1C=C(C(=C2)F)N3CCNCC3)C(=O)O (norfloxacin). Product: tetrabutyl ammonium salt, CCN1C=C(C(=O)C2=C1N=C(C(=C2)F)N3CCNCC3)C(=O)O (enoxacin). Isolated yield 25.0%. RXN SMILES: [CH3:1][CH2:2][N:3]1[C:9]2C=[C:11]([N:15]3[CH2:20][CH2:19][NH:18][CH2:17][CH2:16]3)[C:12]([F:14])=[CH:13][C:8]=2[C:6](=[O:7])[C:5]([C:21]([OH:23])=[O:22])=[CH:4]1.CC1(C)S[C@@H]2[C@H](N)C(=O)[N:27]2[C@H]1C(O)=O>>[CH3:1][CH2:2][N:3]1[C:9]2[N:27]=[C:11]([N:15]3[CH2:20][CH2:19][NH:18][CH2:17][CH2:16]3)[C:12]([F:14])=[CH:13][C:8]=2[C:6](=[O:7])[C:5]([C:21]([OH:23])=[O:22])=[CH:4]1. Procedure details: The tetrabutyl ammonium salt of enoxacin [J. Med. Chem., 27, 292 (1984)] was prepared and converted into the corresponding dimethylacetal, using the procedure described for the corresponding norfloxacin analog in Example 15 (but done on a 0.112 mmol scale). This was coupled to 6-aminopenicillanic acid (24.2mg, 0.112 mmol) by following the procedure as described for the preparation of the product in Example 33. The product, which was very unstable, was purified by preparative liquid chromatograph...